Dataset: the Open Reaction Database (ORD), a public repository of structured organic reaction records. Task: describe an organic reaction: reactants, conditions, products, and yield Starting materials: C([O-])([O-])=O.[Cs+].[Cs+] (cesium carbonate), N1C(=NC2=C1C=CC=C2)C(=O)C2=CC=C(C=C2)O ((1H-benzo[d]imidazol-2-yl)(4-hydroxyphenyl)methanone), FC1=NC=CC=C1C1CCC(CCC1)=O (4-(2-fluoropyridin-3-yl)cycloheptanone). The solvent is CN1CCCC1=O (NMP). Conditions: temperature 140 celsius. Yields the product N1C(=NC2=C1C=CC=C2)C(=O)C2=CC=C(OC1=NC=CC=C1C1CCC(CCC1)=O)C=C2 (4-(2-(4-(1H-benzo[d]imidazole-2-carbonyl)phenoxy)pyridin-3-yl)cycloheptanone). RXN SMILES: C(=O)([O-])[O-].[Cs+].[Cs+].[NH:7]1[C:11]2[CH:12]=[CH:13][CH:14]=[CH:15][C:10]=2[N:9]=[C:8]1[C:16]([C:18]1[CH:23]=[CH:22][C:21]([OH:24])=[CH:20][CH:19]=1)=[O:17].F[C:26]1[C:31]([CH:32]2[CH2:38][CH2:37][CH2:36][C:35](=[O:39])[CH2:34][CH2:33]2)=[CH:30][CH:29]=[CH:28][N:27]=1>CN1C(=O)CCC1>[NH:7]1[C:11]2[CH:12]=[CH:13][CH:14]=[CH:15][C:10]=2[N:9]=[C:8]1[C:16]([C:18]1[CH:23]=[CH:22][C:21]([O:24][C:26]2[C:31]([CH:32]3[CH2:38][CH2:37][CH2:36][C:35](=[O:39])[CH2:34][CH2:33]3)=[CH:30][CH:29]=[CH:28][N:27]=2)=[CH:20][CH:19]=1)=[O:17] |f:0.1.2|. Reported procedure: A mixture of cesium carbonate (0.34 g, 1.03 mmol), (1H-benzo[d]imidazol-2-yl)(4-hydroxyphenyl)methanone (0.25 g, 1.03 mmol), and 4-(2-fluoropyridin-3-yl)cycloheptanone (0.071 g, 0.343 mmol) in NMP (0.3 mL) under argon was heated to 140° C. for 36 h, then cooled to room temperature. The resulting mixture was partitioned between ethyl acetate and water, the layers were separated, and the organic layer was washed 1N aqueous sodium hydroxide (2×), saturated aqueous sodium chloride (1×), dried over a... Starting materials: [O-]S(=O)[O-].[Na+].[Na+] (Na2SO3), OC(CNC(=O)C1=CC=2C(=CN=C(C2)Cl)N1)C=1C=NC=CC1 (5-Chloro-1H-pyrrolo[2,3-c]pyridine-2-carboxylic acid (2-hydroxy-2-pyridin-3-yl-ethyl)amide), CC(=O)OI1(C=2C=CC=CC2C(=O)O1)(OC(=O)C)OC(=O)C (Dess-Martin periodinane), S(=S)(=O)([O-])[O-].[Na+].[Na+] (sodium thiosulfate). The solvent is C(=O)(O)[O-].[Na+] (NaHCO3), C1CCOC1 (THF), O (water). Reaction conditions: time 30 minute. Yields the product O=C(CNC(=O)C1=CC=2C(=CN=C(C2)Cl)N1)C=1C=NC=CC1 (5-Chloro-1H-pyrrolo[2,3-c]pyridine-2-carboxylic acid (2-oxo-2-pyridin-3-ylethyl)amide). RXN SMILES: [OH:1][CH:2]([C:17]1[CH:18]=[N:19][CH:20]=[CH:21][CH:22]=1)[CH2:3][NH:4][C:5]([C:7]1[NH:16][C:10]2=[CH:11][N:12]=[C:13]([Cl:15])[CH:14]=[C:9]2[CH:8]=1)=[O:6].CC(OI1(OC(C)=O)(OC(C)=O)OC(=O)C2C=CC=CC1=2)=O.S([O-])([O-])(=O)=S.[Na+].[Na+].[O-]S([O-])=O.[Na+].[Na+]>C1COCC1.C([O-])(O)=O.[Na+].O>[O:1]=[C:2]([C:17]1[CH:18]=[N:19][CH:20]=[CH:21][CH:22]=1)[CH2:3][NH:4][C:5]([C:7]1[NH:16][C:10]2=[CH:11][N:12]=[C:13]([Cl:15])[CH:14]=[C:9]2[CH:8]=1)=[O:6] |f:2.3.4,5.6.7,9.10|. Procedure: To a solution of racemic 5-chloro-1H-pyrrolo[2,3-c]pyridine-2-carboxylic acid (2-hydroxy-2-pyridin-3-ylethyl)amide (EXAMPLE 261, 80 mg, 0.253 mmol) in dry THF (20 mL) was added Dess-Martin periodinane (307 mg, 0.724 mmol). After stirring for 4 h at rt alkaline sodium thiosulfate solution was added (5.4 g Na2SO3 dissolved in 20 mL saturated NaHCO3 solution) and the emulsion was vigorously stirred for additional 30 min before further diluted with water (˜150 mL). Extraction with THF (4×50 mL), was...